Dataset: the Open Reaction Database (ORD), a public repository of structured organic reaction records. Task: describe an organic reaction: reactants, conditions, products, and yield Starting materials: C(C)(=O)OC=1C(C(=O)O)=CC=CC1 (acetylsalicylic acid), CC[C@@]12CCCN3[C@@H]1C4=C(C=5C=CC=CC5N4[C@](C2)(C(=O)OC)O)CC3 (vincamine). Run in C(C)O (ethanol), C(C)O (ethanol), C(Cl)(Cl)Cl (CHCl3). Conditions: temperature 70 celsius, time 10 minute. The product is CC[C@@]12CCCN3[C@@H]1C4=C(C=5C=CC=CC5N4[C@](C2)(C(=O)OC)O)CC3.C(C)(=O)OC=1C(C(=O)[O-])=CC=CC1 (Vincamine acetylsalicylate). Reaction SMILES: [C:1]([O:4][C:5]1[C:6](=[CH:10][CH:11]=[CH:12][CH:13]=1)[C:7]([OH:9])=[O:8])(=[O:3])[CH3:2].[CH3:14][CH2:15][C@:16]12[CH2:32][C@:31]([OH:37])([C:33]([O:35][CH3:36])=[O:34])[N:30]3[C:22]4=[C:23]([CH2:38][CH2:39][N:20]([C@@H:21]14)[CH2:19][CH2:18][CH2:17]2)[C:24]1[CH:25]=[CH:26][CH:27]=[CH:28][C:29]=13>C(O)C.C(Cl)(Cl)Cl>[CH3:14][CH2:15][C@:16]12[CH2:32][C@:31]([OH:37])([C:33]([O:35][CH3:36])=[O:34])[N:30]3[C:22]4=[C:23]([CH2:38][CH2:39][N:20]([C@@H:21]14)[CH2:19][CH2:18][CH2:17]2)[C:24]1[CH:25]=[CH:26][CH:27]=[CH:28][C:29]=13.[C:1]([O:4][C:5]1[C:6](=[CH:10][CH:11]=[CH:12][CH:13]=1)[C:7]([O-:9])=[O:8])(=[O:3])[CH3:2] |f:4.5|. Reported procedure: A solution of 3.6 g (2.10-` moles) of acetylsalicylic acid in 30 mls of ethanol is added to a solution of 7.08 g (2.10-2 moles) of vincamine in 80 mls of ethanol and 60 mls of CHCl3. The mixture is maintained under stirring at 70° C. for 10 minutes and then concentrated to 60 mls. The residue is taken with ethanol (70 mls) and the solvent is evaporated to a final volume of 15 mls.